Dataset: the Open Reaction Database (ORD), a public repository of structured organic reaction records. Task: describe an organic reaction: reactants, conditions, products, and yield The reactants are O[C@@]1([C@]2(C)[C@@H](CC1)[C@@H]1CCC3=CC(CC[C@]3(CO)[C@H]1CC2)=O)C (17β,19-dihydroxy-17α-methyl-4-androsten-3-one), O[C@@]1([C@]2(C)[C@@H](CC1)[C@@H]1CCC3=CC(CC[C@]3(CO)[C@H]1CC2)=O)C#CC (17β,19-dihydroxy-17α-propinyl-4-androsten-3-one), OC[C@]12CCC(C(=C1CC[C@H]1[C@@H]3CCC([C@@]3(C)CC[C@H]21)=O)C)=O (19-hydroxy-4-methyl-4-androstene-3,17-dione), OC[C@]12CCC(C=C1CC[C@H]1[C@@H]3CCC([C@@]3(C)CC[C@H]21)=O)=O (19-hydroxy-4-androstene-3,17-dione). Yields the product CC1=C2C=C[C@H]3[C@@H]4CCC([C@@]4(C)CC[C@@H]3[C@]2(CCC1=O)C=O)=O (4-methyl-4,6-androstadiene-3,17,19-trione), O[C@@]1([C@]2(C)[C@@H](CC1)[C@@H]1C=CC3=CC(CC[C@]3(C=O)[C@H]1CC2)=O)C (17β-hydroxy-17α-methyl-4,6-androstadiene-3,19-dione), O[C@@]1([C@]2(C)[C@@H](CC1)[C@@H]1C=CC3=CC(CC[C@]3(C=O)[C@H]1CC2)=O)C#CC (17β-hydroxy-17α-propinyl-4,6-androstadiene-3,19-dione). As a reaction SMILES: [OH:1][CH2:2][C@@:3]12[C@@H:20]3[C@H:11]([C@H:12]4[C@@:16]([CH2:18][CH2:19]3)([CH3:17])[C:15](=[O:21])[CH2:14][CH2:13]4)[CH2:10][CH2:9][C:8]1=[C:7]([CH3:22])[C:6](=[O:23])[CH2:5][CH2:4]2.[OH:24][C@@:25]1([CH3:46])[CH2:30][CH2:29][C@H:28]2[C@H:31]3[C@H:42]([CH2:43][CH2:44][C@:26]12[CH3:27])[C@:39]1([CH2:40][OH:41])[C:34](=[CH:35][C:36](=[O:45])[CH2:37][CH2:38]1)[CH2:33][CH2:32]3.[OH:47][C@@:48]1([C:69]#[C:70][CH3:71])[CH2:53][CH2:52][C@H:51]2[C@H:54]3[C@H:65]([CH2:66][CH2:67][C@:49]12[CH3:50])[C@:62]1([CH2:63][OH:64])[C:57](=[CH:58][C:59](=[O:68])[CH2:60][CH2:61]1)[CH2:56][CH2:55]3.OC[C@@]12[C@@H]3[C@H]([C@H]4[C@@](CC3)(C)C(=O)CC4)CCC1=CC(=O)CC2>>[CH3:22][C:7]1[C:6](=[O:23])[CH2:5][CH2:4][C@@:3]2([CH:2]=[O:1])[C:8]=1[CH:9]=[CH:10][C@@H:11]1[C@@H:20]2[CH2:19][CH2:18][C@@:16]2([CH3:17])[C@H:12]1[CH2:13][CH2:14][C:15]2=[O:21].[OH:24][C@@:25]1([CH3:46])[CH2:30][CH2:29][C@H:28]2[C@H:31]3[C@H:42]([CH2:43][CH2:44][C@:26]12[CH3:27])[C@:39]1([CH:40]=[O:41])[C:34](=[CH:35][C:36](=[O:45])[CH2:37][CH2:38]1)[CH:33]=[CH:32]3.[OH:47][C@@:48]1([C:69]#[C:70][CH3:71])[CH2:53][CH2:52][C@H:51]2[C@H:54]3[C@H:65]([CH2:66][CH2:67][C@:49]12[CH3:50])[C@:62]1([CH:63]=[O:64])[C:57](=[CH:58][C:59](=[O:68])[CH2:60][CH2:61]1)[CH:56]=[CH:55]3. Reported procedure: Following essentially the same procedure and substituting 19-hydroxy-4-methyl-4-androstene-3,17-dione, 17β,19-dihydroxy-17α-methyl-4-androsten-3-one and 17β,19-dihydroxy-17α-propinyl-4-androsten-3-one for the 19-hydroxy-4-androstene-3,17-dione above results in the preparation of 4-methyl-4,6-androstadiene-3,17,19-trione, 17β-hydroxy-17α-methyl-4,6-androstadiene-3,19-dione and 17β-hydroxy-17α-propinyl-4,6-androstadiene-3,19-dione.